This data is from the Open Reaction Database (ORD), a public repository of structured organic reaction records. The task is: describe an organic reaction: reactants, conditions, products, and yield The reactants are Cc1cccc(C)c1Br, O=C([O-])O, CCOC(C)=O, C[Si](C)(C)[N-][Si](C)(C)C, COc1cccc(OC)c1-c1ccccc1P(C1CCCCC1)C1CCCCC1, O=C(C=Cc1ccccc1)C=Cc1ccccc1, O=C(C=Cc1ccccc1)C=Cc1ccccc1, Cl, [Li+], OCC1CCNC1, [Na+], C1CCOC1, O, [Pd]. Product: Cc1cccc(C)c1N1CCC(CO)C1. As a reaction SMILES: [Br:1][c:2]1[c:3]([CH3:9])[cH:4][cH:5][cH:6][c:7]1[CH3:8].[C:58](=[O:59])([OH:60])[O-:61].[CH3:105][CH2:106][O:107][C:108](=[O:109])[CH3:110].[CH3:47][Si:48]([CH3:49])([CH3:50])[N-:51][Si:52]([CH3:53])([CH3:54])[CH3:55].[CH:18]1([P:19]([CH:20]2[CH2:21][CH2:22][CH2:23][CH2:24][CH2:25]2)[c:26]2[cH:27][cH:28][cH:29][cH:30][c:31]2-[c:32]2[c:33]([O:34][CH3:35])[cH:36][cH:37][cH:38][c:39]2[O:40][CH3:41])[CH2:42][CH2:43][CH2:44][CH2:45][CH2:46]1.[CH:69](=[CH:70][C:71]([CH:72]=[CH:73][c:74]1[cH:75][cH:76][cH:77][cH:78][cH:79]1)=[O:80])[c:81]1[cH:82][cH:83][cH:84][cH:85][cH:86]1.[CH:87](=[CH:88][C:89]([CH:90]=[CH:91][c:92]1[cH:93][cH:94][cH:95][cH:96][cH:97]1)=[O:98])[c:99]1[cH:100][cH:101][cH:102][cH:103][cH:104]1.[ClH:10].[Li+:56].[NH:11]1[CH2:12][CH:13]([CH2:16][OH:17])[CH2:14][CH2:15]1.[Na+:62].[O:63]1[CH2:64][CH2:65][CH2:66][CH2:67]1.[OH2:57].[Pd:68]>>[c:2]1([N:11]2[CH2:12][CH:13]([CH2:16][OH:17])[CH2:14][CH2:15]2)[c:3]([CH3:9])[cH:4][cH:5][cH:6][c:7]1[CH3:8]. Reactants: N1C=CC2=CC=CC=C12 (indole), FC1=C(C(=C(C#N)C=C1)C(F)(F)F)C#C[Si](C)(C)C (4-Fluoro-2-(trifluoromethyl)-3-((trimethylsilyl)ethynyl)benzonitrile), NC1=CC=CC=C1 (aniline), N[C@H](C(C)(O)C)C ((S)-3-amino-2-methylbutan-2-ol), CCN(C(C)C)C(C)C (DIEA), CC(C)(C)[O-].[K+] (KOtBu). The solvent is CN1CCCC1=O (NMP). Reaction conditions: temperature 90 celsius. Yields the product OC([C@H](C)N1C=CC2=C(C(=CC=C12)C#N)C(F)(F)F)(C)C ((S)-1-(3-Hydroxy-3-methylbutan-2-yl)-4-(trifluoromethyl)-1H-indole-5-carbonitrile). RXN SMILES: F[C:2]1[CH:9]=[CH:8][C:5]([C:6]#[N:7])=[C:4]([C:10]([F:13])([F:12])[F:11])[C:3]=1[C:14]#[C:15][Si](C)(C)C.[NH2:20][C@@H:21]([CH3:26])[C:22]([CH3:25])([OH:24])[CH3:23].CCN(C(C)C)C(C)C.NC1C=CC=CC=1.N1C2C(=CC=CC=2)C=C1.CC([O-])(C)C.[K+]>CN1C(=O)CCC1>[OH:24][C:22]([CH3:25])([CH3:23])[C@@H:21]([N:20]1[C:2]2[C:3](=[C:4]([C:10]([F:13])([F:12])[F:11])[C:5]([C:6]#[N:7])=[CH:8][CH:9]=2)[CH:14]=[CH:15]1)[CH3:26] |f:5.6|. Procedure: 4-Fluoro-2-(trifluoromethyl)-3-((trimethylsilyl)ethynyl)benzonitrile (0.063 g, 0.221 mmol), (S)-3-amino-2-methylbutan-2-ol (0.060 g, 0.582 mmol) and DIEA (0.077 mL, 0.442 mmol) were combined in NMP (0.5 mL) and heated to 90° C. LCMS after heating for 9 h showed good conversion to the aniline intermediate and some desired indole formation. The mixture was cooled to rt and then treated with KOtBu (1.98 mL, 1 M in THF). The base did not afford conversion to the desired indole despite heating. The m... The reactants are COC(=O)C(=O)c1ccc(OCCOc2ccc(S(N)(=O)=O)cc2)cc1, Cl, [Na+], [OH-]. The product is NS(=O)(=O)c1ccc(OCCOc2ccc(C(=O)C(=O)O)cc2)cc1. RXN SMILES: [CH3:1][O:2][C:3]([C:4]([c:5]1[cH:6][cH:7][c:8]([O:11][CH2:12][CH2:13][O:14][c:15]2[cH:16][cH:17][c:18]([S:21](=[O:22])(=[O:23])[NH2:24])[cH:19][cH:20]2)[cH:9][cH:10]1)=[O:25])=[O:26].[ClH:29].[Na+:28].[OH-:27]>>[O:2]=[C:3]([C:4]([c:5]1[cH:6][cH:7][c:8]([O:11][CH2:12][CH2:13][O:14][c:15]2[cH:16][cH:17][c:18]([S:21](=[O:22])(=[O:23])[NH2:24])[cH:19][cH:20]2)[cH:9][cH:10]1)=[O:25])[OH:26]. The reactants are CCCN1CCOC(c2ccc(O)c(Br)c2)C1, BrCc1ccccc1, O=C([O-])[O-], CO, [K+], [K+], CN(C)C=O. The product is CCCN1CCOC(c2ccc(OCc3ccccc3)c(Br)c2)C1. Reaction SMILES: [Br:1][c:2]1[c:3]([OH:17])[cH:4][cH:5][c:6]([CH:8]2[O:9][CH2:10][CH2:11][N:12]([CH2:14][CH2:15][CH3:16])[CH2:13]2)[cH:7]1.[Br:24][CH2:25][c:26]1[cH:27][cH:28][cH:29][cH:30][cH:31]1.[C:18](=[O:19])([O-:20])[O-:21].[CH3:32][OH:33].[K+:22].[K+:23].[O:34]=[CH:35][N:36]([CH3:37])[CH3:38]>>[Br:1][c:2]1[c:3]([O:17][CH2:25][c:26]2[cH:27][cH:28][cH:29][cH:30][cH:31]2)[cH:4][cH:5][c:6]([CH:8]2[O:9][CH2:10][CH2:11][N:12]([CH2:14][CH2:15][CH3:16])[CH2:13]2)[cH:7]1. The reactants are CN(C=1C=CC(=C(C(=O)O)C1)C(C1=CC=C(C=C1)N(C)C)=O)C (5-(dimethylamino)-2-[4-(dimethylamino)benzoyl]benzoic acid), CN(C1=CC=C(NC2=CC=CC=C2)C=C1)C (4-(dimethylamino)-N-phenylaniline). Product: CN(C1=CC=C2C(OC(=O)C2=C1)(N(C1=CC=CC=C1)C1=CC=C(C=C1)N(C)C)C1=CC=C(C=C1)N(C)C)C (6-(dimethylamino)-3-[4-(dimethylamino)phenyl]-3-{[4-(dimethylamino)phenyl]phenylamino}phthalide). Isolated yield 75.6%. As a reaction SMILES: [CH3:1][N:2]([CH3:23])[C:3]1[CH:4]=[CH:5][C:6]([C:12](=O)[C:13]2[CH:18]=[CH:17][C:16]([N:19]([CH3:21])[CH3:20])=[CH:15][CH:14]=2)=[C:7]([CH:11]=1)[C:8]([OH:10])=[O:9].[CH3:24][N:25]([CH3:39])[C:26]1[CH:38]=[CH:37][C:29]([NH:30][C:31]2[CH:36]=[CH:35][CH:34]=[CH:33][CH:32]=2)=[CH:28][CH:27]=1>>[CH3:23][N:2]([CH3:1])[C:3]1[CH:11]=[C:7]2[C:6]([C:12]([C:13]3[CH:18]=[CH:17][C:16]([N:19]([CH3:21])[CH3:20])=[CH:15][CH:14]=3)([N:30]([C:29]3[CH:28]=[CH:27][C:26]([N:25]([CH3:39])[CH3:24])=[CH:38][CH:37]=3)[C:31]3[CH:32]=[CH:33][CH:34]=[CH:35][CH:36]=3)[O:10][C:8]2=[O:9])=[CH:5][CH:4]=1. Procedure: Following a procedure similar to that described in Example 1 but employing 3.1 g of 5-(dimethylamino)-2-[4-(dimethylamino)benzoyl]benzoic acid and 3.0 g of 4-(dimethylamino)-N-phenylaniline there was obtained 3.8 g of 6-(dimethylamino)-3-[4-(dimethylamino)phenyl]-3-{[4-(dimethylamino)phenyl]phenylamino}phthalide, m.p. 163°-164° C. A toluene solution of the product contacted with acidic clay or phenolic resin developed a brown-colored image which changed to green on clay after fluorescent light e...